Dataset: the Open Reaction Database (ORD), a public repository of structured organic reaction records. Task: describe an organic reaction: reactants, conditions, products, and yield Reactants: ClC1=NC=NC2=CC(=CC=C12)C=1OC(=NN1)C (4-Chloro-7-(5-Methyl-[1,3,4]oxadiazol-2-yl)-quinazoline), C(C1=CC=CC=C1)N1N=CC2=CC(=CC=C12)N (1-Benzyl-1H-indazol-5-ylamine). The solvent is C(C)#N (acetonitrile). Yields the product Cl.C(C1=CC=CC=C1)N1N=CC2=CC(=CC=C12)NC1=NC=NC2=CC(=CC=C12)C=1OC(=NN1)C ((1-Benzyl-1H-indazol-5-yl)-(7-(5-methyl-[1,3,4]oxadiazol-2-yl)-quinazolin-4-yl)- amine hydrochloride). Reaction SMILES: [Cl:1][C:2]1[C:11]2[C:6](=[CH:7][C:8]([C:12]3[O:13][C:14]([CH3:17])=[N:15][N:16]=3)=[CH:9][CH:10]=2)[N:5]=[CH:4][N:3]=1.[CH2:18]([N:25]1[C:33]2[C:28](=[CH:29][C:30]([NH2:34])=[CH:31][CH:32]=2)[CH:27]=[N:26]1)[C:19]1[CH:24]=[CH:23][CH:22]=[CH:21][CH:20]=1>C(#N)C>[ClH:1].[CH2:18]([N:25]1[C:33]2[C:28](=[CH:29][C:30]([NH:34][C:2]3[C:11]4[C:6](=[CH:7][C:8]([C:12]5[O:13][C:14]([CH3:17])=[N:15][N:16]=5)=[CH:9][CH:10]=4)[N:5]=[CH:4][N:3]=3)=[CH:31][CH:32]=2)[CH:27]=[N:26]1)[C:19]1[CH:20]=[CH:21][CH:22]=[CH:23][CH:24]=1 |f:3.4|. Procedure details: The crude solid 4-Chloro-7-(5-Methyl-[1,3,4]oxadiazol-2-yl)-quinazoline was suspended in dry acetonitrile. 1-Benzyl-1H-indazol-5-ylamine (0.03 g) was added and the mixture heated at reflux for 18 hours under nitrogen (Procedure A). The mixture was cooled and the title compound collected by filtration; δH [2H6]DMSO 11.82(1H,bs), 9.08(1H,s), 8.99(1H,s), 8.47(1H,s), 8.44(1H,d), 8.37(1H,s), 8.17(1H,s), 7.89(1H,d), 7.72(1H,d), 7.35(5H,m), 5.80(2H,s) 2.72 (3H,s); m/z (M+1+) 434. The reactants are FC1=C(C=CC(=C1)F)NC(NC1=C(C=C(C=C1)C1=NOC(=C1)C(=O)OCC)C)=O (ethyl 3-(4-(3-(2,4-difluorophenyl)ureido)-3-methylphenyl)isoxazole-5-carboxylate), FC1=C(C(=CC=C1)F)NC(NC1=C(C=C(C=C1)C1=NOC(=C1)C(=O)O)C)=O (3-(4-(3-(2,6-Difluorophenyl)ureido)-3-methylphenyl)isoxazole-5-carboxylic acid). Yields the product FC1=C(C=CC(=C1)F)NC(NC1=C(C=C(C=C1)C1=NOC(=C1)C(=O)O)C)=O (3-(4-(3-(2,4-Difluorophenyl)ureido)-3-methylphenyl)isoxazole-5-carboxylic acid), solid. Yield: 91.0%. Reaction SMILES: [F:1][C:2]1[CH:7]=[C:6]([F:8])[CH:5]=[CH:4][C:3]=1[NH:9][C:10](=[O:29])[NH:11][C:12]1[CH:17]=[CH:16][C:15]([C:18]2[CH:22]=[C:21]([C:23]([O:25]CC)=[O:24])[O:20][N:19]=2)=[CH:14][C:13]=1[CH3:28].FC1C=CC=C(F)C=1NC(=O)NC1C=CC(C2C=C(C(O)=O)ON=2)=CC=1C>>[F:1][C:2]1[CH:7]=[C:6]([F:8])[CH:5]=[CH:4][C:3]=1[NH:9][C:10](=[O:29])[NH:11][C:12]1[CH:17]=[CH:16][C:15]([C:18]2[CH:22]=[C:21]([C:23]([OH:25])=[O:24])[O:20][N:19]=2)=[CH:14][C:13]=1[CH3:28]. Procedure details: The title compound was prepared using ethyl 3-(4-(3-(2,4-difluorophenyl)ureido)-3-methylphenyl)isoxazole-5-carboxylate following the same procedure as described for preparation of the compound of step 7 of Example 98. The title compound was obtained as a white solid (91%) after drying in vacuo; 1H NMR (300 MHz, DMSO-d6) δ: 2.30 (s, 3H), 7.01-7.06 (m, 1H), 7.27-7.34 (m, 1H), 7.66 (S, 1H), 7.71-7.74 (d, J=8.7 Hz, 1H), 7.78 (s, 1H), 8.08-8.17 (m, 2H), 8.48 (s, 1H), 9.11 (s, 1H); IR (KBr) 3289, 3076... Reactants: C1COCCO1, CCOC(=O)c1cn(Cc2ccc(OC)cc2)nc1C(F)(F)F, Cl, [Li+], [OH-], O. Yields the product COc1ccc(Cn2cc(C(=O)O)c(C(F)(F)F)n2)cc1. Reaction SMILES: [CH2:28]1[O:29][CH2:30][CH2:31][O:32][CH2:33]1.[CH3:3][O:4][c:5]1[cH:6][cH:7][c:8]([CH2:9][n:10]2[n:11][c:12]([C:20]([F:21])([F:22])[F:23])[c:13]([C:15](=[O:16])[O:17][CH2:18][CH3:19])[cH:14]2)[cH:24][cH:25]1.[ClH:26].[Li+:2].[OH-:1].[OH2:27]>>[CH3:3][O:4][c:5]1[cH:6][cH:7][c:8]([CH2:9][n:10]2[n:11][c:12]([C:20]([F:21])([F:22])[F:23])[c:13]([C:15](=[O:16])[OH:17])[cH:14]2)[cH:24][cH:25]1. Reactants: ClC1=C(C(=O)C2=C(SC(=C2)CC)N2C(=NN=C2C)CNC(=O)C=2NC3=CC=CC=C3C2)C=CC=C1 (N-(4-(3-(2-Chlorobenzoyl)-5-ethylthiophen-2-yl)-5-methyl[1,2,4]triazol-3-ylmethyl)indole-2-carboxamide), BrBr (Bromine). The solvent is C(C)(=O)O (acetic acid), C(C)(=O)O (acetic acid). Conditions: time 1 hour. Yields the product ClC1=C(C(=O)C2=C(SC(=C2)CC)N2C(=NN=C2C)CNC(=O)C=2NC3=CC=CC=C3C2Br)C=CC=C1 (N-(4-(3-(2-chlorobenzoyl)-5-ethylthiophen-2-yl)-5-methyl[1,2,4]triazol-3-ylmethyl)-3-bromoindole-2-carboxamide). Reaction SMILES: [Cl:1][C:2]1[CH:35]=[CH:34][CH:33]=[CH:32][C:3]=1[C:4]([C:6]1[CH:10]=[C:9]([CH2:11][CH3:12])[S:8][C:7]=1[N:13]1[C:17]([CH3:18])=[N:16][N:15]=[C:14]1[CH2:19][NH:20][C:21]([C:23]1[NH:24][C:25]2[C:30]([CH:31]=1)=[CH:29][CH:28]=[CH:27][CH:26]=2)=[O:22])=[O:5].[Br:36]Br>C(O)(=O)C>[Cl:1][C:2]1[CH:35]=[CH:34][CH:33]=[CH:32][C:3]=1[C:4]([C:6]1[CH:10]=[C:9]([CH2:11][CH3:12])[S:8][C:7]=1[N:13]1[C:17]([CH3:18])=[N:16][N:15]=[C:14]1[CH2:19][NH:20][C:21]([C:23]1[NH:24][C:25]2[C:30]([C:31]=1[Br:36])=[CH:29][CH:28]=[CH:27][CH:26]=2)=[O:22])=[O:5]. Reported procedure: N-(4-(3-(2-Chlorobenzoyl)-5-ethylthiophen-2-yl)-5-methyl[1,2,4]triazol-3-ylmethyl)indole-2-carboxamide (1.0 g, Example 14) was dissolved in acetic acid (12 ml). Bromine (0.1 ml) dissolved in acetic acid (1 ml) was dropwise added under water-cooling, and the mixture was stirred for 1 hour. The solvent was evaporated, and an aqueous sodium thiosulfate solution was added. The mixture was extracted with chloroform. The extract was washed with saturated brine, a saturated aqueous sodium hydrogencarbo... Starting materials: O=C([O-])O, CC1CC(=O)C=CN1C(=O)OCc1ccccc1, CC(=O)O, CCOC(C)=O, CCCCCCC, ClCCl, [Zn]. Yields the product CC1CC(=O)CCN1C(=O)OCc1ccccc1. RXN SMILES: [C:19](=[O:20])([OH:21])[O-:22].[CH3:1][CH:2]1[N:3]([C:9](=[O:10])[O:11][CH2:12][c:13]2[cH:14][cH:15][cH:16][cH:17][cH:18]2)[CH:4]=[CH:5][C:6](=[O:8])[CH2:7]1.[CH3:23][C:24](=[O:25])[OH:26].[CH3:27][CH2:28][O:29][C:30]([CH3:31])=[O:32].[CH3:33][CH2:34][CH2:35][CH2:36][CH2:37][CH2:38][CH3:39].[Cl:40][CH2:41][Cl:42].[Zn:43]>>[CH3:1][CH:2]1[N:3]([C:9](=[O:10])[O:11][CH2:12][c:13]2[cH:14][cH:15][cH:16][cH:17][cH:18]2)[CH2:4][CH2:5][C:6](=[O:8])[CH2:7]1. Reactants: N[C@@H]1CC[C@H](CC1)NC(=O)C1=CNC2=C1N=CN=C2C2=C(C=CC=C2)OCC2CC2 (trans-4-(2-cyclopropylmethoxy-phenyl)-5H-pyrrolo[3,2-d]pyrimidine-7-carboxylic acid (4-amino-cyclohexyl)-amide), ClC(=O)COC(C)=O (acetic acid chlorocarbonyl-methyl ester). Yields the product OCC(=O)N[C@@H]1CC[C@H](CC1)NC(=O)C1=CNC2=C1N=CN=C2C2=C(C=CC=C2)OCC2CC2 (trans-4-(2-Cyclopropylmethoxy-phenyl)-5H-pyrrolo[3,2-d]pyrimidine-7-carboxylic acid [4-(2-hydroxy-acetylamino)-cyclohexyl]-amide). As a reaction SMILES: [NH2:1][C@H:2]1[CH2:7][CH2:6][C@H:5]([NH:8][C:9]([C:11]2[C:15]3[N:16]=[CH:17][N:18]=[C:19]([C:20]4[CH:25]=[CH:24][CH:23]=[CH:22][C:21]=4[O:26][CH2:27][CH:28]4[CH2:30][CH2:29]4)[C:14]=3[NH:13][CH:12]=2)=[O:10])[CH2:4][CH2:3]1.Cl[C:32]([CH2:34][O:35]C(=O)C)=[O:33]>>[OH:35][CH2:34][C:32]([NH:1][C@H:2]1[CH2:7][CH2:6][C@H:5]([NH:8][C:9]([C:11]2[C:15]3[N:16]=[CH:17][N:18]=[C:19]([C:20]4[CH:25]=[CH:24][CH:23]=[CH:22][C:21]=4[O:26][CH2:27][CH:28]4[CH2:29][CH2:30]4)[C:14]=3[NH:13][CH:12]=2)=[O:10])[CH2:4][CH2:3]1)=[O:33]. Reported procedure: Starting from trans-4-(2-cyclopropylmethoxy-phenyl)-5H-pyrrolo[3,2-d]pyrimidine-7-carboxylic acid (4-amino-cyclohexyl)-amide (example A161) acetic acid chlorocarbonyl-methyl ester the title compound is obtained as colorless solid. The reactants are C(C)OC(=O)C1CC2CC(CC(C1)N2CC2=CC=CC=C2)=O (9-Benzyl-7-oxo-9-aza-bicyclo[3.3.1]nonane-3-carboxylic acid ethyl ester), [H][H] (hydrogen). Reagents/catalysts: [OH-].[Pd+2].[OH-] (palladium hydroxide). The solvent is CO (methanol), CO (methanol). Conditions: time 12 hour. Product: C(C)OC(=O)C1CC2CC(CC(C1)N2)=O (7-oxo-9-aza-bicyclo[3.3.1]nonane-3-carboxylic acid ethyl ester). Yield: 100.5%. RXN SMILES: [CH2:1]([O:3][C:4]([CH:6]1[CH2:13][CH:12]2[N:14](CC3C=CC=CC=3)[CH:8]([CH2:9][C:10](=[O:22])[CH2:11]2)[CH2:7]1)=[O:5])[CH3:2].[H][H]>CO.[OH-].[Pd+2].[OH-]>[CH2:1]([O:3][C:4]([CH:6]1[CH2:13][CH:12]2[NH:14][CH:8]([CH2:9][C:10](=[O:22])[CH2:11]2)[CH2:7]1)=[O:5])[CH3:2] |f:3.4.5|. Reported procedure: 9-Benzyl-7-oxo-9-aza-bicyclo[3.3.1]nonane-3-carboxylic acid ethyl ester (11.1 g, 36.8 mmol) was dissolved in methanol (30 mL) and added to a suspension of palladium hydroxide (1 g) in methanol (10 mL) in a Parr bottle. The Parr bottle was filled with hydrogen (30 psi) and evacuated three times. The Parr bottle was refilled with hydrogen (30 psi) and shook for 12 h. The suspension was filtered through Celite and concentrated under vacuum to give 7.81 g (quantitative yield) of 7-oxo-9-aza-bicyclo[...